From a dataset of the Open Reaction Database (ORD), a public repository of structured organic reaction records. describe an organic reaction: reactants, conditions, products, and yield The reactants are BrCCCOc1ccc(-c2csc3ccccc23)cc1, O=C([O-])[O-], CC#N, CO, CCOC(C)=O, [K+], [K+], NC1CCc2ccccc21. Yields the product c1ccc2c(c1)CCC2NCCCOc1ccc(-c2csc3ccccc23)cc1. RXN SMILES: [Br:1][CH2:2][CH2:3][CH2:4][O:5][c:6]1[cH:7][cH:8][c:9](-[c:12]2[c:13]3[c:14]([s:15][cH:16]2)[cH:17][cH:18][cH:19][cH:20]3)[cH:10][cH:11]1.[C:21](=[O:22])([O-:23])[O-:24].[CH3:37][C:38]#[N:39].[CH3:40][OH:41].[CH3:42][CH2:43][O:44][C:45](=[O:46])[CH3:47].[K+:25].[K+:36].[NH2:26][CH:27]1[CH2:28][CH2:29][c:30]2[cH:31][cH:32][cH:33][cH:34][c:35]21>>[CH2:2]([CH2:3][CH2:4][O:5][c:6]1[cH:7][cH:8][c:9](-[c:12]2[c:13]3[c:14]([s:15][cH:16]2)[cH:17][cH:18][cH:19][cH:20]3)[cH:10][cH:11]1)[NH:26][CH:27]1[CH2:28][CH2:29][c:30]2[cH:31][cH:32][cH:33][cH:34][c:35]21.